Dataset: the Open Reaction Database (ORD), a public repository of structured organic reaction records. Task: describe an organic reaction: reactants, conditions, products, and yield Starting materials: CO, CN1CCCC1=Cc1ccc(Cl)cc1. Yields the product CN1CCCC1Cc1ccc(Cl)cc1. As a reaction SMILES: [CH3:15][OH:16].[Cl:1][c:2]1[cH:3][cH:4][c:5]([CH:6]=[C:7]2[N:8]([CH3:12])[CH2:9][CH2:10][CH2:11]2)[cH:13][cH:14]1>>[Cl:1][c:2]1[cH:3][cH:4][c:5]([CH2:6][CH:7]2[N:8]([CH3:12])[CH2:9][CH2:10][CH2:11]2)[cH:13][cH:14]1. Starting materials: crude product, C(C)(=O)O[BH-](OC(C)=O)OC(C)=O.[Na+] (Sodium triacetoxyborohydride), O=C1CC2CCC(C1)N2C(=O)OC(C)(C)C (tert-butyl 3-oxo-8-azabicyclo[3.2.1]octane-8-carboxylate), CN(C(=O)N1CC2(CCNCC2)C2=CC=CC=C12)C (N,N-dimethylspiro[indoline-3,4′-piperidine]-1-carboxamide), ClC(=O)OCC (ethyl chloroformate). Reagents/catalysts: CC([O-])C.[Ti+4].CC([O-])C.CC([O-])C.CC([O-])C (titanium(IV) isopropoxide). Run in ClCCl (dichloromethane), ClCCCl (DCE), COCCOC (DME), C(C)N(CC)CC (triethyl amine). Conditions: temperature 35 celsius, time 50 hour. Yields the product Cl.CN(C(=O)N1CC2(CCN(CC2)C2CC3CCC(C2)N3C(=O)OC(C)(C)C)C3=CC=CC=C13)C (tert-butyl 3-(1-(dimethylcarbamoyl)spiro[indoline-3,4′-piperidine]-1′-yl)-8-azabicyclo[3.2.1]octane-8-carboxylate hydrochloride). Reaction SMILES: [CH3:1][N:2]([CH3:19])[C:3]([N:5]1[C:18]2[C:13](=[CH:14][CH:15]=[CH:16][CH:17]=2)[C:7]2([CH2:12][CH2:11][NH:10][CH2:9][CH2:8]2)[CH2:6]1)=[O:4].O=[C:21]1[CH2:27][CH:26]2[N:28]([C:29]([O:31][C:32]([CH3:35])([CH3:34])[CH3:33])=[O:30])[CH:23]([CH2:24][CH2:25]2)[CH2:22]1.C(O[BH-](OC(=O)C)OC(=O)C)(=O)C.[Na+].[Cl:50]C(OCC)=O>ClCCCl.COCCOC.ClCCl.CC(C)[O-].[Ti+4].CC(C)[O-].CC(C)[O-].CC(C)[O-].C(N(CC)CC)C>[ClH:50].[CH3:1][N:2]([CH3:19])[C:3]([N:5]1[C:18]2[C:13](=[CH:14][CH:15]=[CH:16][CH:17]=2)[C:7]2([CH2:8][CH2:9][N:10]([CH:21]3[CH2:22][CH:23]4[N:28]([C:29]([O:31][C:32]([CH3:35])([CH3:34])[CH3:33])=[O:30])[CH:26]([CH2:25][CH2:24]4)[CH2:27]3)[CH2:11][CH2:12]2)[CH2:6]1)=[O:4] |f:2.3,8.9.10.11.12,14.15|. Procedure details: N,N-dimethylspiro[indoline-3,4′-piperidine]-1-carboxamide 6aa (500 mg, 1928 μmol) was suspended in a mixture of DCE (1.5 mL) and DME (1.5 mL) and treated with tert-butyl 3-oxo-8-azabicyclo[3.2.1]octane-8-carboxylate 6ab (651 mg, 2892 μmol) followed by titanium(IV) isopropoxide (2.260 ml, 7712 μmol). The tube was flushed with nitrogen, capped and allowed to stir under nitrogen at 35° C. for 50 hours. The reaction was quenched with MeOH (10 mL) and cooled to −40° C. Sodium triacetoxyborohydride (8... The reactants are ClC1=CC2=C(C=3C=NNC13)CN1C(C(C2)NC(OC(C)(C)C)=O)=NC=C1C(C)(C)O (tert-butyl [4-chloro-10-(1-hydroxy-1-methylethyl)-3,6,7,12-tetrahydroimidazo[1′,2′:1,7]azepino[3,4-e]indazol-7-yl]carbamate). The solvent is C(C)(=O)OCC (Ethyl acetate). The product is Cl.NC1CC2=C(C=3C=NNC3C(=C2)Cl)CN2C1=NC=C2C(C)(C)O (2-(7-Amino-4-chloro-3,6,7,12-tetrahydroimidazo[1′,2′:1,7]azepino[3,4-e]indazol-10-yl)propan-2-ol hydrochloride). Reaction SMILES: [Cl:1][C:2]1[C:10]2[NH:9][N:8]=[CH:7][C:6]=2[C:5]2[CH2:11][N:12]3[C:26]([C:27]([OH:30])([CH3:29])[CH3:28])=[CH:25][N:24]=[C:13]3[CH:14]([NH:16]C(=O)OC(C)(C)C)[CH2:15][C:4]=2[CH:3]=1>C(OCC)(=O)C>[ClH:1].[NH2:16][CH:14]1[C:13]2=[N:24][CH:25]=[C:26]([C:27]([OH:30])([CH3:28])[CH3:29])[N:12]2[CH2:11][C:5]2[C:6]3[CH:7]=[N:8][NH:9][C:10]=3[C:2]([Cl:1])=[CH:3][C:4]=2[CH2:15]1 |f:2.3|. Reported procedure: A solution of tert-butyl [4-chloro-10-(1-hydroxy-1-methylethyl)-3,6,7,12-tetrahydroimidazo[1′,2′:1,7]azepino[3,4-e]indazol-7-yl]carbamate from Step F in Ethyl acetate (50 mL) was cooled to 0° C. HCl gas was bubbled into the solution until saturated and the reaction allowed to warm slowly to room temperature. The reaction was concentrated at reduced pressure and dried to give a quantitative yield of the title compound. MS: m/z 331 (M+1). Reactants: CN(C(CCl)=O)CC(OC)OC (N-Methyl-N-(2,2-dimethoxyethyl)-2-chloroacetamide), C(CO)O (ethylene glycol), C1(=CC=C(C=C1)S(=O)(=O)O)C (p-toluenesulfonic acid). Reagents/catalysts: solution. The solvent is C(C)OCC (diethyl ether). The product is O1C(OCC1)CN(C(CCl)=O)C (N-(1,3-dioxolan-2-ylmethyl)-N-methyl-2-chloroacetamide). RXN SMILES: [CH3:1][N:2]([CH2:7][CH:8]([O:11][CH3:12])[O:9][CH3:10])[C:3](=[O:6])[CH2:4][Cl:5].C(O)CO.C1(C)C=CC(S(O)(=O)=O)=CC=1>C(OCC)C>[O:9]1[CH2:10][CH2:12][O:11][CH:8]1[CH2:7][N:2]([CH3:1])[C:3](=[O:6])[CH2:4][Cl:5]. Procedure: N-Methyl-N-(2,2-dimethoxyethyl)-2-chloroacetamide (19.5 grams; 0.10 mole), ethylene glycol (6.82 grams; 0.11 mole) and 10 drops of a solution of one gram of p-toluenesulfonic acid in 100 ml of diethyl ether were charged into a glass reaction vessel fitted with a mechanical stirrer, thermometer, distillation head and condenser. The mixture was stirred and heated to about 100° C. to 110° C. Byproduct methanol was distilled off. When no further methanol was evolved, the mixture was cooled to room t... Starting materials: C(C)(C)(C)OC(=O)N1CCC(CC1)(C(=O)O)C (1-(tert-butoxycarbonyl)-4-methylpiperidine-4-carboxylic acid), C1(CCCCC1)N (cyclohexylamine), C(C)(C)(C)OC(=O)N1CCC(CC1)C(NC1CCCCC1)=O (4-Cyclohexylcarbamoyl-piperidine-1-carboxylic acid tert-butyl ester). Yields the product C1(CCCCC1)NC(=O)C1(CCNCC1)C (4-Methyl-piperidine-4-carboxylic acid cyclohexylamide). Reaction SMILES: C(OC([N:8]1[CH2:13][CH2:12][C:11]([CH3:17])([C:14]([OH:16])=O)[CH2:10][CH2:9]1)=O)(C)(C)C.[CH:18]1([NH2:24])[CH2:23][CH2:22][CH2:21][CH2:20][CH2:19]1.C(OC(N1CCC(C(=O)NC2CCCCC2)CC1)=O)(C)(C)C>>[CH:18]1([NH:24][C:14]([C:11]2([CH3:17])[CH2:10][CH2:9][NH:8][CH2:13][CH2:12]2)=[O:16])[CH2:23][CH2:22][CH2:21][CH2:20][CH2:19]1. Procedure: The title compound is prepared according to the reaction sequence 3.01a-2.01b described above using 1-(tert-butoxycarbonyl)-4-methylpiperidine-4-carboxylic acid instead of 1-(tert-butoxycarbonyl)-piperidine-4-carboxylic acid and cyclohexylamine instead of cyclohexylamine as in 3.01a: LC-MS A: tR=0.50 min; [M+H]+=225.17. Reactants: CC=1C=NC=C(C(=O)NC2CCNCC2)C1 (5-methyl-N-(piperidin-4-yl)-nicotinamide), NC=1C(=C(C=C(C=O)C1)OCC)I (5-amino-3-ethoxy-4-iodo-benzaldehyde). Product: NC=1C(=C(C=C(CN2CCC(CC2)NC(C2=CN=CC(=C2)C)=O)C1)OCC)I (N-[1-(5-Amino-3-ethoxy-4-iodo-benzyl)piperidin-4-yl]-5-methyl-nicotinamide). Yield: 8.0%. As a reaction SMILES: [CH3:1][C:2]1[CH:3]=[N:4][CH:5]=[C:6]([CH:16]=1)[C:7]([NH:9][CH:10]1[CH2:15][CH2:14][NH:13][CH2:12][CH2:11]1)=[O:8].[NH2:17][C:18]1[C:19]([I:29])=[C:20]([O:26][CH2:27][CH3:28])[CH:21]=[C:22]([CH:25]=1)[CH:23]=O>>[NH2:17][C:18]1[C:19]([I:29])=[C:20]([O:26][CH2:27][CH3:28])[CH:21]=[C:22]([CH:25]=1)[CH2:23][N:13]1[CH2:12][CH2:11][CH:10]([NH:9][C:7](=[O:8])[C:6]2[CH:16]=[C:2]([CH3:1])[CH:3]=[N:4][CH:5]=2)[CH2:15][CH2:14]1. Procedure: The title compound (4 mg, 8%) was prepared analogously to example 30 from 5-methyl-N-(piperidin-4-yl)-nicotinamide and 5-amino-3-ethoxy-4-iodo-benzaldehyde. MS: 495.4 (MH+). Reactants: COc1ccc([N+](=O)[O-])cc1Br, Cc1ccccc1, [Cu]I, O=C([O-])C(F)(F)C(F)(F)F, [Na+], CN(C)C=O. Product: COc1ccc([N+](=O)[O-])cc1C(F)(F)C(F)(F)F. As a reaction SMILES: [Br:1][c:2]1[c:3]([O:11][CH3:12])[cH:4][cH:5][c:6]([N+:8](=[O:9])[O-:10])[cH:7]1.[CH3:29][c:30]1[cH:31][cH:32][cH:33][cH:34][cH:35]1.[Cu:36][I:37].[F:13][C:14]([C:15]([O-:16])=[O:17])([C:18]([F:19])([F:20])[F:21])[F:22].[Na+:23].[O:24]=[CH:25][N:26]([CH3:27])[CH3:28]>>[c:2]1([C:14]([F:13])([C:18]([F:19])([F:20])[F:21])[F:22])[c:3]([O:11][CH3:12])[cH:4][cH:5][c:6]([N+:8](=[O:9])[O-:10])[cH:7]1.